From a dataset of the Open Reaction Database (ORD), a public repository of structured organic reaction records. describe an organic reaction: reactants, conditions, products, and yield The reactants are BrCc1ccccc1, Oc1cc(F)c(Br)cc1F, CN(C)C=O, [H-], [Na+], O. Yields the product Fc1cc(OCc2ccccc2)c(F)cc1Br. Reaction SMILES: [Br:13][CH2:14][c:15]1[cH:16][cH:17][cH:18][cH:19][cH:20]1.[Br:1][c:2]1[cH:3][c:4]([F:10])[c:5]([OH:9])[cH:6][c:7]1[F:8].[CH3:22][N:23]([CH3:24])[CH:25]=[O:26].[H-:11].[Na+:12].[OH2:21]>>[Br:1][c:2]1[cH:3][c:4]([F:10])[c:5]([O:9][CH2:14][c:15]2[cH:16][cH:17][cH:18][cH:19][cH:20]2)[cH:6][c:7]1[F:8]. Reactants: Cl (hydrochloric acid), OC1=C2C(C=C(OC2=CC(=C1)OC(C)C)S(=O)C)=O (5-hydroxy-7-isopropoxy-2-methylsulfinylchromone), OC1=CC=C(C=C1)S (4-hydroxybenzenethiol), C([O-])([O-])=O.[K+].[K+] (potassium carbonate). Solvent: CC(=O)C (acetone). Reaction conditions: time 1 hour. Product: OC1=C2C(C=C(OC2=CC(=C1)OC(C)C)SC1=CC=C(C=C1)O)=O (5-hydroxy-2-(4-hydroxyphenylthio)-7-isopropoxychromone). Isolated yield 78.4%. Reaction SMILES: [OH:1][C:2]1[CH:11]=[C:10]([O:12][CH:13]([CH3:15])[CH3:14])[CH:9]=[C:8]2[C:3]=1[C:4](=[O:19])[CH:5]=[C:6]([S:16]([CH3:18])=O)[O:7]2.[OH:20][C:21]1[CH:26]=[CH:25]C(S)=[CH:23][CH:22]=1.C(=O)([O-])[O-].[K+].[K+].Cl>CC(C)=O>[OH:1][C:2]1[CH:11]=[C:10]([O:12][CH:13]([CH3:15])[CH3:14])[CH:9]=[C:8]2[C:3]=1[C:4](=[O:19])[CH:5]=[C:6]([S:16][C:18]1[CH:25]=[CH:26][C:21]([OH:20])=[CH:22][CH:23]=1)[O:7]2 |f:2.3.4|. Procedure details: A mixture of 7.01 g of 5-hydroxy-7-isopropoxy-2-methylsulfinylchromone (24.59 mmol), 3.72 g of 4-hydroxybenzenethiol (29.51 mmol), 4.07 g of potassium carbonate (29.51 mmol) and 170 ml acetone was stirred for 1 hour at room temperature. The reaction solution was neutralized with dilute hydrochloric acid and was then extracted twice with chloroform, and the organic layer was washed with saturated NaCl water and then dried over sodium sulfate anhydride. The solvent was distilled off under reduced ... Reactants: Cl.CNC (Dimethylamine hydrochloride), C=1C=CC2=C(C1)N=NN2O (HOBt), CCN=C=NCCCN(C)C.Cl (WSC.HCl), FC=1C=C(C=C(C1)F)C(C(C(=O)C=1C=C(C=CC1)S(=O)(=O)NC(C(=O)O)=N)=C1NC2=C(N1)C=CC=C2)=O ([({3-[3-(3,5-difluorophenyl)-2-(1,3-dihydro-2H-benzimidazol-2-ylidene)-3-oxopropanoyl]phenyl}sulfonyl)amino](imino)acetic acid). Solvent: CN(C)C=O (DMF), C(C)N(CC)CC (triethylamine), O (Water). Reaction conditions: time 1.5 hour. The product is FC=1C=C(C=C(C1)F)C(C(C(=O)C=1C=C(C=CC1)S(=O)(=O)NC(C(=O)N(C)C)=N)=C1NC2=C(N1)C=CC=C2)=O (2-[({3-[3-(3,5-difluorophenyl)-2-(1,3-dihydro-2H-benzimidazol-2-ylidene)-3-oxopropanoyl]phenyl}sulfonyl)amino]-2-imino-N,N-dimethylacetamide). Isolated yield 66.6%. As a reaction SMILES: Cl.[CH3:2][NH:3][CH3:4].C1C=CC2N(O)N=NC=2C=1.CCN=C=NCCCN(C)C.Cl.[F:27][C:28]1[CH:29]=[C:30]([C:35](=[O:63])[C:36](=[C:54]2[NH:58][C:57]3[CH:59]=[CH:60][CH:61]=[CH:62][C:56]=3[NH:55]2)[C:37]([C:39]2[CH:40]=[C:41]([S:45]([NH:48][C:49](=[NH:53])[C:50]([OH:52])=O)(=[O:47])=[O:46])[CH:42]=[CH:43][CH:44]=2)=[O:38])[CH:31]=[C:32]([F:34])[CH:33]=1>O.CN(C=O)C.C(N(CC)CC)C>[F:34][C:32]1[CH:31]=[C:30]([C:35](=[O:63])[C:36](=[C:54]2[NH:58][C:57]3[CH:59]=[CH:60][CH:61]=[CH:62][C:56]=3[NH:55]2)[C:37]([C:39]2[CH:40]=[C:41]([S:45]([NH:48][C:49](=[NH:53])[C:50]([N:3]([CH3:4])[CH3:2])=[O:52])(=[O:46])=[O:47])[CH:42]=[CH:43][CH:44]=2)=[O:38])[CH:29]=[C:28]([F:27])[CH:33]=1 |f:0.1,3.4|. Procedure: Dimethylamine hydrochloride (31 mg), triethylamine (0.05 mL), HOBt (51 mg) and WSC.HCl (73 mg) were added to a DMF (5 mL) solution of [({3-[3-(3,5-difluorophenyl)-2-(1,3-dihydro-2H-benzimidazol-2-ylidene)-3-oxopropanoyl]phenyl}sulfonyl)amino](imino)acetic acid (40 mg), followed by stirring at room temperature for 1.5 hours. Water was added to the reaction mixture, followed by extraction with ethyl acetate. The organic layer was washed with saturated brine, dried over anhydrous magnesium sulfate,...